Dataset: the Open Reaction Database (ORD), a public repository of structured organic reaction records. Task: describe an organic reaction: reactants, conditions, products, and yield Reactants: C([O-])([O-])=O.[K+].[K+] (Potassium Carbonate), COC=1C=C(C=CC1)S(=O)(=O)N[C@H](C(C)(C)C)C(=O)O (N-(3 Methoxyphenylsulfonyl)D-tert-leucine), C(C1=CC=CC=C1)Br (Benzyl Bromide). Solvent: CN(C)C=O (DMF). Conditions: time 18 hour. The product is C(C1=CC=CC=C1)OC([C@H](NS(=O)(=O)C1=CC(=CC=C1)OC)C(C)(C)C)=O (N-(3 Methoxyphenylsulfonyl)D-tert-leucine benzyl ester). Isolated yield 79.1%. RXN SMILES: [CH3:1][O:2][C:3]1[CH:4]=[C:5]([S:9]([NH:12][C@@H:13]([C:18]([OH:20])=[O:19])[C:14]([CH3:17])([CH3:16])[CH3:15])(=[O:11])=[O:10])[CH:6]=[CH:7][CH:8]=1.C(=O)([O-])[O-].[K+].[K+].[CH2:27](Br)[C:28]1[CH:33]=[CH:32][CH:31]=[CH:30][CH:29]=1>CN(C=O)C>[CH2:27]([O:19][C:18](=[O:20])[C@@H:13]([C:14]([CH3:16])([CH3:17])[CH3:15])[NH:12][S:9]([C:5]1[CH:6]=[CH:7][CH:8]=[C:3]([O:2][CH3:1])[CH:4]=1)(=[O:11])=[O:10])[C:28]1[CH:33]=[CH:32][CH:31]=[CH:30][CH:29]=1 |f:1.2.3|. Procedure details: N-(3 Methoxyphenylsulfonyl)D-tert-leucine (3.03 g, 10.1 mmol) is dissolved in DMF (30 ml). Potassium Carbonate (2.81 g, 20.1 mmol) is added followed by Benzyl Bromide (1.21 ml, 9.95 mmol) and the reaction is stirred at ambient temperature for 18 hours. The reaction mixture is partitioned between Ethyl Acetate and 1 N HCl. The organics are separated and washed with brine, dried over MgSO4 and concentrated. The residue is purified by column chromatography eluting with a gradient of 5-60% (Hex-EtOA... Starting materials: BrCC(=O)C1=NC=CC=C1OC (2-bromo-1-(3-methoxy-pyridin-2-yl)-ethanone), COC(CCCCC(N)=O)=O (5-carbamoyl-pentanoic acid methyl ester), B(F)(F)F.CCOCC (boron trifluoride etherate). The solvent is C1CCOC1 (THF). Reaction conditions: temperature 80 celsius. The product is COC(CCCCC=1OC=C(N1)C1=NC=CC=C1OC)=O (5-[4-(3-Methoxy-pyridin-2-yl)-oxazol-2-yl]-pentanoic acid methyl ester). The yield is 33.4%. As a reaction SMILES: B(F)(F)F.CCOCC.Br[CH2:11][C:12]([C:14]1[C:19]([O:20][CH3:21])=[CH:18][CH:17]=[CH:16][N:15]=1)=O.[CH3:22][O:23][C:24](=[O:32])[CH2:25][CH2:26][CH2:27][CH2:28][C:29](=[O:31])[NH2:30]>C1COCC1>[CH3:22][O:23][C:24](=[O:32])[CH2:25][CH2:26][CH2:27][CH2:28][C:29]1[O:31][CH:11]=[C:12]([C:14]2[C:19]([O:20][CH3:21])=[CH:18][CH:17]=[CH:16][N:15]=2)[N:30]=1 |f:0.1|. Procedure details: Add boron trifluoride etherate (0.30 mL, 1.00 mmol) to a sealed tube containing 2-bromo-1-(3-methoxy-pyridin-2-yl)-ethanone (231 mg, 1.00 mmol), 5-carbamoyl-pentanoic acid methyl ester (222 mg, 1.39 mmol), and THF (anhydrous, 3 mL). Flush with N2, seal, heat at 80° C. overnight. Partition between saturated aqueous NaHCO3 solution and 20% i-PrOH/CHCl3, separate layers. Extract from aqueous layer with 20% i-PrOH/CHCl3 (×3), dry combined organic layers with MgSO4 and concentrate. Adsorb on SiO2 and... Reactants: C1(=CC=CC=C1)C(N1C=NC(=C1)CCC(=O)OC)(C1=CC=CC=C1)C1=CC=CC=C1 (methyl 3-[1-(triphenylmethyl)-1H-imidazol-4-yl]propionate), C(#N)C1=C(C=C(CBr)C=C1)F (4-cyano-3-fluorobenzyl bromide). Solvent: CCOC(=O)C (EtOAc). Conditions: temperature 50 celsius, time 3 hour. The product is C(#N)C1=C(C=C(CN2C=NC=C2CCC(=O)OC)C=C1)F (Methyl 3-[1-(4-Cyano-3-fluorobenzyl)-1H-imidazol-5-yl]propionate). RXN SMILES: C1(C(C2C=CC=CC=2)(C2C=CC=CC=2)[N:8]2[CH:12]=[C:11]([CH2:13][CH2:14][C:15]([O:17][CH3:18])=[O:16])[N:10]=[CH:9]2)C=CC=CC=1.[C:31]([C:33]1[CH:40]=[CH:39][C:36]([CH2:37]Br)=[CH:35][C:34]=1[F:41])#[N:32]>CCOC(C)=O>[C:31]([C:33]1[CH:40]=[CH:39][C:36]([CH2:37][N:10]2[C:11]([CH2:13][CH2:14][C:15]([O:17][CH3:18])=[O:16])=[CH:12][N:8]=[CH:9]2)=[CH:35][C:34]=1[F:41])#[N:32]. Reported procedure: A mixture of methyl 3-[1-(triphenylmethyl)-1H-imidazol-4-yl]propionate, as described above in Step C, (5.00 g, 12.6 mmol) and 4-cyano-3-fluorobenzyl bromide, as described in Example 1, Step D, (2.70 g, 12.6 mmol) in EtOAc (30 mL) was heated to 50° C. for 5 hours. The mixture was allowed to cool, and the solid collected by filtration. The EtOAc filtrate was concentrated in vacuo to a volume of approximately 15 mL and then reheated to 50° C. for 3 hours, cooled, and the solid removed by filtration... Reactants: COC(=O)C1=CC2=CC=C(C=C2C=C1)C(N)=O (6-carbamoyl-naphthalene-2-carboxylic acid methyl ester), ClC(Cl)(OC(OC(Cl)(Cl)Cl)=O)Cl (triphosgene), C1(=CC=CC2=CC=CC=C12)C(=O)O (naphthalene mono carboxylic acid), acid chloride, S(=O)(Cl)Cl (thionyl chloride), N (ammonia). Run in COP(=O)(OC)OC (trimethylphosphate), C(Cl)Cl (methylene chloride). The product is COC(=O)C1=CC2=CC=C(C=C2C=C1)C#N (6-cyano-naphthalene-2-carboxylic acid methyl ester). RXN SMILES: C1(C(O)=O)C2C(=CC=CC=2)C=CC=1.S(Cl)(Cl)=O.N.[CH3:19][O:20][C:21]([C:23]1[CH:32]=[CH:31][C:30]2[C:25](=[CH:26][CH:27]=[C:28]([C:33](=O)[NH2:34])[CH:29]=2)[CH:24]=1)=[O:22].ClC(Cl)(OC(=O)OC(Cl)(Cl)Cl)Cl>C(Cl)Cl.COP(OC)(OC)=O>[CH3:19][O:20][C:21]([C:23]1[CH:32]=[CH:31][C:30]2[C:25](=[CH:26][CH:27]=[C:28]([C:33]#[N:34])[CH:29]=2)[CH:24]=1)=[O:22]. Procedure: Compounds of formula II, where T is a bond, B is H, each of-e and g is C—H, f is a bond, V is a substituted carbonyl group, and Z′ is NH can be prepared as follows. Hydrolysis of naphthalene-2,6 dicarboxylic acid dimethyl ester with one equivalent of a base such as KOH, followed by acidification of the product with an acid such as HCl, affords the naphthalene mono carboxylic acid. After conversion of the carboxylic acid to an acid chloride with a reagent such as thionyl chloride and subsequent r... The reactants are C(=O)([O-])[O-].[K+].[K+] (K2CO3), FC1=CC=C(C#N)C=C1 (4-fluorobenzonitrile), ClC1=C(C=O)C=CC(=C1)O (2-chloro-4-hydroxy-benzaldehyde). Run in CN(C)C=O (DMF). Run at temperature 130 celsius. Yields the product ClC=1C=C(OC2=CC=C(C#N)C=C2)C=CC1C=O (4-(3-Chloro-4-formyl-phenoxy)-benzonitrile). The yield is 13.3%. As a reaction SMILES: [Cl:1][C:2]1[CH:9]=[C:8]([OH:10])[CH:7]=[CH:6][C:3]=1[CH:4]=[O:5].C([O-])([O-])=O.[K+].[K+].F[C:18]1[CH:25]=[CH:24][C:21]([C:22]#[N:23])=[CH:20][CH:19]=1>CN(C=O)C>[Cl:1][C:2]1[CH:9]=[C:8]([CH:7]=[CH:6][C:3]=1[CH:4]=[O:5])[O:10][C:18]1[CH:25]=[CH:24][C:21]([C:22]#[N:23])=[CH:20][CH:19]=1 |f:1.2.3|. Procedure details: Dissolve 2-chloro-4-hydroxy-benzaldehyde (1.09 g, 7.01 mmol) in DMF (10 mL), add K2CO3 (1.06 g, 7.7 mmol) and 4-fluorobenzonitrile (932 mg, 7.7 mmol), heat the mixture at 130° C. overnight. Add water and extract the aqueous layer with EtOAc. Combine organic layers and dry over Na2SO4. Eliminate the solvent and purify by flash chromatography on silica gel (eluent: EtOAc/hexane 15/85) to give the title compound (240 mg, 14%). 1H -NMR (CDCl3, 300 MHz): 10.40 (s, 1H), 7.98 (d, 1H, J=8.6 Hz), 7.74-7.... Starting materials: C1COCCN1, CC(C)CCCC(C)CCCC(C)(O)C1CO1. As a reaction SMILES: [CH2:18]1[CH2:19][O:20][CH2:21][CH2:22][NH:23]1.[O:1]1[CH2:2][CH:3]1[C:4]([CH2:5][CH2:6][CH2:7][CH:8]([CH2:9][CH2:10][CH2:11][CH:12]([CH3:13])[CH3:14])[CH3:15])([OH:16])[CH3:17]>>[OH:1][CH:3]([CH2:2][N:23]1[CH2:18][CH2:19][O:20][CH2:21][CH2:22]1)[C:4]([CH2:5][CH2:6][CH2:7][CH:8]([CH2:9][CH2:10][CH2:11][CH:12]([CH3:13])[CH3:14])[CH3:15])([OH:16])[CH3:17]. Yields the product CC(C)CCCC(C)CCCC(C)(O)C(O)CN1CCOCC1. Starting materials: COC(C1=CC(C(=O)OC)=CC(=C1)I)=O (5-iodo-isophthalic acid dimethyl ester), Cl (HCl), [OH-].[Na+] (NaOH). Solvent: CO (methanol). Reaction conditions: temperature 0 celsius, time 8 hour. Product: COC(C1=CC(C(=O)O)=CC(=C1)I)=O (5-Iodo-isophthalic acid monomethyl ester), crude residue. As a reaction SMILES: [CH3:1][O:2][C:3](=[O:15])[C:4]1[CH:13]=[C:12]([I:14])[CH:11]=[C:6]([C:7]([O:9]C)=[O:8])[CH:5]=1.[OH-].[Na+].Cl>CO>[CH3:1][O:2][C:3](=[O:15])[C:4]1[CH:13]=[C:12]([I:14])[CH:11]=[C:6]([C:7]([OH:9])=[O:8])[CH:5]=1 |f:1.2|. Procedure: Dissolve 5-iodo-isophthalic acid dimethyl ester (10 g, 31.2 mmol) in methanol (90 mL) and cool to 0° C. Add 2 N NaOH (15.6 mL) dropwise and slowly warm up to room temperature. Stir overnight and acidify to about pH=3 with 5 N HCl. Extract with ethyl acetate (2×50 mL). Wash the combined organic layers by water, saturated aqueous sodium chloride, dry (magnesium sulfate) and concentrate to give the title compound as a crude residue which is used in the next step without further purification. Starting materials: Cl.Cl.NC=1C(=C(C=C(C1OC)N)Cl)OC (3,5-diamino-2,4-dimethoxychlorobenzene dihydrochloride), ClC(=O)OCCCl (β-chloroethyl chloroformate), O1CCOCC1 (dioxane), [OH-].[Na+] (sodium hydroxide), C([O-])([O-])=O.[Ca+2] (calcium carbonate). Reaction conditions: temperature 80 celsius. Product: ClCCOC(=O)NC=1C(=C(C=C(C1OC)NC(=O)OCCCl)Cl)OC (3,5-di-(β-chloroethoxycarbonyl)amino-2,4-dimethoxychlorobenzene). Reaction SMILES: [ClH:1].Cl.[NH2:3][C:4]1[C:5]([O:14][CH3:15])=[C:6]([Cl:13])[CH:7]=[C:8]([NH2:12])[C:9]=1[O:10][CH3:11].[OH-].[Na+].[C:18](=[O:21])([O-:20])[O-].[Ca+2].Cl[C:24]([O:26][CH2:27][CH2:28][Cl:29])=[O:25].O1[CH2:35][CH2:34]OCC1>>[Cl:1][CH2:34][CH2:35][O:20][C:18]([NH:3][C:4]1[C:5]([O:14][CH3:15])=[C:6]([Cl:13])[CH:7]=[C:8]([NH:12][C:24]([O:26][CH2:27][CH2:28][Cl:29])=[O:25])[C:9]=1[O:10][CH3:11])=[O:21] |f:0.1.2,3.4,5.6|. Procedure details: 0.15 mole (41.3 g) of 3,5-diamino-2,4-dimethoxychlorobenzene dihydrochloride obtained in Example 3, followed by 30 ml of 10N sodium hydroxide was added to 200 ml of dioxane. The temperature was raised to the region of 80° C., and then 15 g of calcium carbonate were added. 43 g of β-chloroethyl chloroformate were then introduced with stirring. Upon completion of the addition, heating was maintained at 90° C. for 15 minutes. The inorganic salts were removed from the reaction mixture by filtration.... The reactants are Cl[Sn]Cl (SnCl2), FC=1C=C(C=CC1F)C(=CC)N1CCCC1 ([1-(3,4-difluorophenyl)prop-1-enyl]pyrrolidine), CCC(=O)C1=CC(=C(C=C1)F)F (3,4-difluoropropiophenone), N1CCCC1 (pyrrolidine), CC1=NC(=C(C(=N1)Cl)[N+](=O)[O-])Cl (2-methyl-4,6-dichloro-5-nitropyrimidine), C(C)(C)N(C(C)C)CC (N,N-diisopropylethylamine), N1CCCCC1 (piperidine), Cl[Sn]Cl (SnCl2). The reagents and catalysts are Cl[Ti](Cl)(Cl)Cl (TiCl4). The solvent is CN(C)C=O (DMF), CCN(CC)CC (NEt3). Conditions: temperature 140 celsius, time 16 hour. Yields the product FC=1C=C(C=CC1F)C1CC(CC(N1)C)C1=NC=C2C(N1)=C(C=N2)C (6-(3,4-difluorophenyl)-2,7-dimethyl-4-piperidylpyrrolo[3,2-d]pyrimidine). The yield is 9.0%. RXN SMILES: FC1C=[C:4]([C:9]([N:12]2CCCC2)=[CH:10]C)C=CC=1F.[CH3:17][CH2:18][C:19]([C:21]1[CH:26]=[CH:25][C:24]([F:27])=[C:23]([F:28])[CH:22]=1)=O.N1C[CH2:32][CH2:31][CH2:30]1.C[C:35]1[N:40]=[C:39](Cl)[C:38]([N+:42]([O-])=O)=[C:37](Cl)[N:36]=1.C(N(CC)C(C)C)(C)C.N1CCCCC1.Cl[Sn]Cl>CN(C=O)C.Cl[Ti](Cl)(Cl)Cl.CCN(CC)CC>[F:28][C:23]1[CH:22]=[C:21]([CH:19]2[NH:12][CH:9]([CH3:10])[CH2:4][CH:17]([C:35]3[NH:40][C:39]4=[C:31]([CH3:32])[CH:30]=[N:42][C:38]4=[CH:37][N:36]=3)[CH2:18]2)[CH:26]=[CH:25][C:24]=1[F:27]. Procedure: Using the method described in Example 30 by employing [1-(3,4-difluorophenyl)prop-1-enyl]pyrrolidine (freshly prepared before use from 3,4-difluoropropiophenone (Lancaster Chemical Company), pyrrolidine and TiCl4 (2.27 g, 10.2 mmol), 2-methyl-4,6-dichloro-5-nitropyrimidine (Example 76(b)) (2.11 g, 10.2 mmol), N,N-diisopropylethylamine (1.8 mL, 10.2 mmol), piperidine (1.6 mL, 16.3 mmol), NEt3 (2.3 mL) and SnCl2 (31 mL of a 2 M soln in DMF). In this example the SnCl2 solution was added to the reac... The product is CC(=O)OCc1c(Br)cccc1N1CCc2cc(C(C)(C)C)ccc2C1=O. The reactants are CC(=O)OCc1c(Br)cccc1Br, CC(C)(C)c1ccc2c(c1)CCNC2=O, CNC1CCCCC1NC, I[Cu]I, C1COCCO1. Reaction SMILES: [Br:16][c:17]1[c:18]([CH2:19][O:20][C:21]([CH3:22])=[O:23])[c:24]([Br:28])[cH:25][cH:26][cH:27]1.[C:1]([CH3:2])([CH3:3])([CH3:4])[c:5]1[cH:6][c:7]2[c:12]([cH:13][cH:14]1)[C:11](=[O:15])[NH:10][CH2:9][CH2:8]2.[CH3:29][NH:30][CH:31]1[CH2:32][CH2:33][CH2:34][CH2:35][CH:36]1[NH:37][CH3:38].[Cu:45]([I:46])[I:47].[O:39]1[CH2:40][CH2:41][O:42][CH2:43][CH2:44]1>>[C:1]([CH3:2])([CH3:3])([CH3:4])[c:5]1[cH:6][c:7]2[c:12]([cH:13][cH:14]1)[C:11](=[O:15])[N:10]([c:24]1[c:18]([CH2:19][O:20][C:21]([CH3:22])=[O:23])[c:17]([Br:16])[cH:27][cH:26][cH:25]1)[CH2:9][CH2:8]2.